From a dataset of the Open Reaction Database (ORD), a public repository of structured organic reaction records. describe an organic reaction: reactants, conditions, products, and yield The reactants are FC(CCC=CCCCCCCC(=O)O)(F)F (12,12,12-trifluoro-8-dodecenoic acid). The reagents and catalysts are [Pd] (palladium/carbon). The solvent is C(C)O (ethanol). Conditions: time 18 hour. The product is FC(CCCCCCCCCCC(=O)O)(F)F (12,12,12-trifluorododecanoic acid). Reaction SMILES: [F:1][C:2]([F:17])([F:16])[CH2:3][CH2:4][CH:5]=[CH:6][CH2:7][CH2:8][CH2:9][CH2:10][CH2:11][CH2:12][C:13]([OH:15])=[O:14]>C(O)C.[Pd]>[F:1][C:2]([F:16])([F:17])[CH2:3][CH2:4][CH2:5][CH2:6][CH2:7][CH2:8][CH2:9][CH2:10][CH2:11][CH2:12][C:13]([OH:15])=[O:14]. Procedure: Dissolve 12,12,12-trifluoro-8-dodecenoic acid (1.39 g, 5.5 mmol) in ethanol (50 mL) and place in a Paar hydrogenation flask. Add 10% palladium/carbon (500 mg). Charge the vessel to 50 psi and shake for 18 hours. Filter through celite and remove the solvent in vacuo to give 12,12,12-trifluorododecanoic acid. Starting materials: C([O-])([O-])=O.[K+].[K+] (potassium carbonate), ethanolic solution, N (ammonia), F[B-](F)(F)F.C(C)OC(CC1=C(C=CC=C1)OC)=[N+]1CC2C(CCC(C2C1)=O)(C1=CC=CC=C1)C1=CC=CC=C1 ((3aRS,7aRS)-2-[1-ethoxy-2-(2-methoxyphenyl)ethylidene]-4-oxo-7,7-diphenylperhydroisoindolium tetrafluoroborate). Solvent: ClCCl (dichloromethane), ClCCl (dichloromethane). Run at time 20 hour. Product: N=C(CC1=C(C=CC=C1)OC)N1CC2C(CCC(C2C1)=O)(C1=CC=CC=C1)C1=CC=CC=C1 ((3aRS,7aRS)-2-[1-Imino-2-(2-methoxyphenyl)ethyl]-7,7-diphenylperhydro-4-isoindolone). As a reaction SMILES: [NH3:1].F[B-](F)(F)F.C(O[C:10](=[N+:20]1[CH2:28][CH:27]2[CH:22]([C:23]([C:36]3[CH:41]=[CH:40][CH:39]=[CH:38][CH:37]=3)([C:30]3[CH:35]=[CH:34][CH:33]=[CH:32][CH:31]=3)[CH2:24][CH2:25][C:26]2=[O:29])[CH2:21]1)[CH2:11][C:12]1[CH:17]=[CH:16][CH:15]=[CH:14][C:13]=1[O:18][CH3:19])C.C(=O)([O-])[O-].[K+].[K+]>ClCCl>[NH:1]=[C:10]([N:20]1[CH2:28][CH:27]2[CH:22]([C:23]([C:36]3[CH:41]=[CH:40][CH:39]=[CH:38][CH:37]=3)([C:30]3[CH:31]=[CH:32][CH:33]=[CH:34][CH:35]=3)[CH2:24][CH2:25][C:26]2=[O:29])[CH2:21]1)[CH2:11][C:12]1[CH:17]=[CH:16][CH:15]=[CH:14][C:13]=1[O:18][CH3:19] |f:1.2,3.4.5|. Procedure: A 5.4N ethanolic solution (1.3 cc) of ammonia is added to a stirred suspension, cooled to -10° C., of (3aRS,7aRS)-2-[1-ethoxy-2-(2-methoxyphenyl)ethylidene]-4-oxo-7,7-diphenylperhydroisoindolium tetrafluoroborate (5.7 g) in anhydrous dichloromethane (15 cc). The reaction mixture is then allowed to return to room temperature and stirring is continued for 20 hours. The reaction mixture is diluted with dichloromethane (20 cc) and treated with 10% strength aqueous potassium carbonate solution (20 cc...